From a dataset of the Open Reaction Database (ORD), a public repository of structured organic reaction records. describe an organic reaction: reactants, conditions, products, and yield Starting materials: CCCCCC(C)C, CC(C)O, O, O=S(=O)(O)O, CCC(O)(c1ccccc1)c1ccccc1. Product: CC=C(c1ccccc1)c1ccccc1. RXN SMILES: [CH3:26][CH2:27][CH2:28][CH2:29][CH2:30][CH:31]([CH3:32])[CH3:33].[CH:17]([OH:18])([CH3:19])[CH3:20].[OH2:34].[S:21](=[O:22])(=[O:23])([OH:24])[OH:25].[c:1]1([C:7]([CH2:8][CH3:9])([OH:10])[c:11]2[cH:12][cH:13][cH:14][cH:15][cH:16]2)[cH:2][cH:3][cH:4][cH:5][cH:6]1>>[c:1]1([C:7](=[CH:8][CH3:9])[c:11]2[cH:12][cH:13][cH:14][cH:15][cH:16]2)[cH:2][cH:3][cH:4][cH:5][cH:6]1. Starting materials: [H-].C(C(C)C)[Al+]CC(C)C (diisobutylaluminium hydride), [Br-].C(=O)(O)CCCC[P+](C1=CC=CC=C1)(C1=CC=CC=C1)C1=CC=CC=C1 ((4-carboxybutyl)triphenylphosphonium bromide), formula XXII, formula XXII, O1CCCC=C1 (dihydropyran), O1CCC=C1 (dihydrofuran), C(=C)OCC (ethyl vinyl ether), C1(=CC=C(C=C1)S(=O)(=O)O)C (p-toluenesulphonic acid), [H-].[Na+] (sodium hydride), formula XXIII. Run in C1(=CC=CC=C1)C (toluene), C(Cl)Cl (methylene chloride), CS(=O)C (dimethyl sulphoxide). Yields the product C(=O)(O)CCCC=P(C1=CC=CC=C1)(C1=CC=CC=C1)C1=CC=CC=C1 ((4-carboxybutylidene)triphenylphosphorane). As a reaction SMILES: O1C=CCCC1.O1C=CCC1.C(OCC)=C.C1(C)C=CC(S(O)(=O)=O)=CC=1.[H-].C([Al+]CC(C)C)C(C)C.[H-].[Na+].[Br-].[C:41]([CH2:44][CH2:45][CH2:46][CH2:47][P+:48]([C:61]1[CH:66]=[CH:65][CH:64]=[CH:63][CH:62]=1)([C:55]1[CH:60]=[CH:59][CH:58]=[CH:57][CH:56]=1)[C:49]1[CH:54]=[CH:53][CH:52]=[CH:51][CH:50]=1)([OH:43])=[O:42]>C1(C)C=CC=CC=1.CS(C)=O.C(Cl)Cl>[C:41]([CH2:44][CH2:45][CH2:46][CH:47]=[P:48]([C:61]1[CH:66]=[CH:65][CH:64]=[CH:63][CH:62]=1)([C:49]1[CH:50]=[CH:51][CH:52]=[CH:53][CH:54]=1)[C:55]1[CH:60]=[CH:59][CH:58]=[CH:57][CH:56]=1)([OH:43])=[O:42] |f:4.5,6.7,8.9|. Reported procedure: Compounds of formula XX may be prepared by hydrolysis under alkaline conditions of compounds of formula XIX. Compounds of formula XXI may be obtained by the acetylation of compounds of formula XX under mild conditions and may be converted into compounds of formula XXII by reaction with a dihydropyran, dihydrofuran or ethyl vinyl ether in an inert solvent, e.g. methylene chloride, in the presence of a condensing agent, e.g. p-toluenesulphonic acid. Compounds of formula XXIII may be prepared by re... Reactants: BrC=1C(=CC(=NC1C)N)C (5-Bromo-4,6-dimethyl-pyridin-2-ylamine), ClCC=O (chloroacetaldehyde), C1(=CC=CC=C1)C (toluene), C(=O)(O)[O-].[Na+] (NaHCO3). Solvent: C(Cl)Cl (CH2Cl2). Yields the product BrC=1C(=CC=2N(C1C)C=CN2)C (6-bromo-5,7-dimethyl-imidazo[1,2-a]pyridine). RXN SMILES: [Br:1][C:2]1[C:3]([CH3:10])=[CH:4][C:5]([NH2:9])=[N:6][C:7]=1[CH3:8].Cl[CH2:12][CH:13]=O.C1(C)C=CC=CC=1.C([O-])(O)=O.[Na+]>C(Cl)Cl>[Br:1][C:2]1[C:3]([CH3:10])=[CH:4][C:5]2[N:6]([CH:12]=[CH:13][N:9]=2)[C:7]=1[CH3:8] |f:3.4|. Reported procedure: 5-Bromo-4,6-dimethyl-pyridin-2-ylamine (1.51 g, 7.5 mmol) and chloroacetaldehyde (0.95 ml, 50% in water, 7.5 mmol) were mixed with toluene (12 ml). The mixture was heated to reflux for 3 h, upon which time a dark solid residue appeared at the bottom of the reaction flask. After cooling down to rt, NaHCO3 (20 ml, sat. aq.) and CH2Cl2 (20 ml) were added. Layers were separated and the aqueous layer was further extracted with CH2Cl2 (20 ml×2). The combined CH2Cl2 was dried (Na2SO4), filtered and con... Starting materials: O=[N+]([O-])c1ccc(F)cc1, [H-], [N-]=[N+]=NC1CCCC1O, [Na+], CN(C)C=O. Product: [N-]=[N+]=NC1CCCC1Oc1ccc([N+](=O)[O-])cc1. Reaction SMILES: [F:12][c:13]1[cH:14][cH:15][c:16]([N+:19](=[O:20])[O-:21])[cH:17][cH:18]1.[H-:10].[N:1](=[N+:2]=[N-:3])[CH:4]1[CH:5]([OH:9])[CH2:6][CH2:7][CH2:8]1.[Na+:11].[O:22]=[CH:23][N:24]([CH3:25])[CH3:26]>>[N:1](=[N+:2]=[N-:3])[CH:4]1[CH:5]([O:9][c:13]2[cH:14][cH:15][c:16]([N+:19](=[O:20])[O-:21])[cH:17][cH:18]2)[CH2:6][CH2:7][CH2:8]1. Reactants: [BH4-].[Li+] (lithium borohydride), CO (methanol), COC([C@H](CCC(=O)OC)O[Si](C1=CC=CC=C1)(C1=CC=CC=C1)C(C)(C)C)=O ((S)-2-(tert-Butyldiphenylsilyloxy)pentanedioic acid dimethyl ester). Reagents/catalysts: Cl (HCl). Run in CCOCC (Et2O). Run at temperature 0 celsius, time 24 hour. Product: [Si](C1=CC=CC=C1)(C1=CC=CC=C1)(C(C)(C)C)O[C@H](CO)CCCO ((S)-2-(tert-Butyldiphenylsilyloxy)pentan-1,5-diol). The yield is 94.5%. As a reaction SMILES: C[O:2][C:3](=O)[C@@H:4]([O:11][Si:12]([C:25]([CH3:28])([CH3:27])[CH3:26])([C:19]1[CH:24]=[CH:23][CH:22]=[CH:21][CH:20]=1)[C:13]1[CH:18]=[CH:17][CH:16]=[CH:15][CH:14]=1)[CH2:5][CH2:6][C:7](OC)=[O:8].[BH4-].[Li+].CO>CCOCC.Cl>[Si:12]([O:11][C@@H:4]([CH2:5][CH2:6][CH2:7][OH:8])[CH2:3][OH:2])([C:25]([CH3:28])([CH3:27])[CH3:26])([C:19]1[CH:24]=[CH:23][CH:22]=[CH:21][CH:20]=1)[C:13]1[CH:14]=[CH:15][CH:16]=[CH:17][CH:18]=1 |f:1.2|. Procedure: Compound 5 (0.8 g, 1.8 mmol) was dissolved in dry Et2O (8.5 mL) and the solution was cooled to 0° C., afterward lithium borohydride (0.12 g, 5.4 mmol) and dry methanol (0.22 mL, 5.4 mmol) were sequentially added. The resulting suspension was stirred at 23° C. for 24 h, then a few drops of 6 N HCl were added and the salts were filtered off. The filtrate was concentrated under reduced pressure and the residue was purified by flash-chromatography (1:1 EtOAc/Hex) to furnish 0.61 g (93%) of 6a as a c...